This data is from the Open Reaction Database (ORD), a public repository of structured organic reaction records. The task is: describe an organic reaction: reactants, conditions, products, and yield Reactants: C=CC(=O)OCC, CCCCO, CCCCOC(C=O)OCCCC. The product is C=C(C(=O)OCC)C(O)C(OCCCC)OCCCC. RXN SMILES: [C:1]([CH:2]=[CH2:3])(=[O:4])[O:5][CH2:6][CH3:7].[CH2:21]([OH:22])[CH2:23][CH2:24][CH3:25].[CH2:8]([CH2:9][CH2:10][CH3:11])[O:12][CH:13]([CH:14]=[O:15])[O:16][CH2:17][CH2:18][CH2:19][CH3:20]>>[C:1]([C:2](=[CH2:3])[CH:14]([CH:13]([O:12][CH2:8][CH2:9][CH2:10][CH3:11])[O:16][CH2:17][CH2:18][CH2:19][CH3:20])[OH:15])(=[O:4])[O:5][CH2:6][CH3:7].